describe an organic reaction: reactants, conditions, products, and yield From a dataset of the Open Reaction Database (ORD), a public repository of structured organic reaction records. Starting materials: COc1ccc(-c2ccc(S(C)(=O)=O)cc2)cc1CNC1CCC(NC(=O)OC(C)(C)C)CC1, O=C(Cl)c1sc2c(F)ccc(F)c2c1Cl. Yields the product COc1ccc(-c2ccc(S(C)(=O)=O)cc2)cc1CN(C(=O)c1sc2c(F)ccc(F)c2c1Cl)C1CCC(NC(=O)OC(C)(C)C)CC1. As a reaction SMILES: [CH3:1][S:2](=[O:3])(=[O:4])[c:5]1[cH:6][cH:7][c:8](-[c:11]2[cH:12][c:13]([CH2:19][NH:20][CH:21]3[CH2:22][CH2:23][CH:24]([NH:27][C:28]([O:29][C:30]([CH3:31])([CH3:32])[CH3:33])=[O:34])[CH2:25][CH2:26]3)[c:14]([O:17][CH3:18])[cH:15][cH:16]2)[cH:9][cH:10]1.[Cl:35][c:36]1[c:37]2[c:38]([s:39][c:40]1[C:41](=[O:42])[Cl:43])[c:44]([F:49])[cH:45][cH:46][c:47]2[F:48]>>[CH3:1][S:2](=[O:3])(=[O:4])[c:5]1[cH:6][cH:7][c:8](-[c:11]2[cH:12][c:13]([CH2:19][N:20]([CH:21]3[CH2:22][CH2:23][CH:24]([NH:27][C:28]([O:29][C:30]([CH3:31])([CH3:32])[CH3:33])=[O:34])[CH2:25][CH2:26]3)[C:41]([c:40]3[c:36]([Cl:35])[c:37]4[c:38]([s:39]3)[c:44]([F:49])[cH:45][cH:46][c:47]4[F:48])=[O:42])[c:14]([O:17][CH3:18])[cH:15][cH:16]2)[cH:9][cH:10]1. The reactants are BrC1=CC=CC(=N1)C=O (6-Bromo-2-pyridine carboxaldehyde), C[Mg]I (MeMgI). Solvent: C1CCOC1 (THF). Run at time 1 hour. Yields the product BrC1=CC=CC(=N1)C(C)O (1-(6-Bromo-pyridin-2-yl)-ethanol). RXN SMILES: [Br:1][C:2]1[N:7]=[C:6]([CH:8]=[O:9])[CH:5]=[CH:4][CH:3]=1.[CH3:10][Mg]I>C1COCC1>[Br:1][C:2]1[N:7]=[C:6]([CH:8]([OH:9])[CH3:10])[CH:5]=[CH:4][CH:3]=1. Procedure: 6-Bromo-2-pyridine carboxaldehyde (1.0 g, 5.37 mmol) in dry THF (20 mL) was cooled to −78° C. followed by adding MeMgI (2.0 mL, 5.91 mmol) dropwise via the addition funnel. The cooling bath was removed. The resulting mixture was stirred for 1 h then quenched with sat. NH4Cl. Solvent was removed. The residue was partitioned between water and CHCl3. The organic layer was washed with H2O, brine, dried over MgSO4. Solvent was removed and crude compound was purified by chromatography on silica gel. E... The solvent is CO (MeOH). As a reaction SMILES: [NH2:1][C:2]1[N:3]=[CH:4][C:5]([C:13]2[CH:14]=[C:15]([CH:20]=[CH:21][CH:22]=2)[C:16]([O:18]C)=[O:17])=[N:6][C:7]=1[C:8]([NH:10][CH2:11][CH3:12])=[O:9].[OH-].[Na+]>CO>[NH2:1][C:2]1[N:3]=[CH:4][C:5]([C:13]2[CH:14]=[C:15]([CH:20]=[CH:21][CH:22]=2)[C:16]([OH:18])=[O:17])=[N:6][C:7]=1[C:8]([NH:10][CH2:11][CH3:12])=[O:9] |f:1.2|. The yield is 97.1%. Starting materials: NC=1N=CC(=NC1C(=O)NCC)C=1C=C(C(=O)OC)C=CC1 (Methyl 3-{5-amino-6-[(ethylamino)carbonyl]pyrazin-2-yl}benzoate), [OH-].[Na+] (sodium hydroxide). The product is NC=1N=CC(=NC1C(=O)NCC)C=1C=C(C(=O)O)C=CC1 (3-{5-amino-6-[(ethylamino)carbonyl]pyrazin-2-yl}benzoic acid). Procedure: Methyl 3-{5-amino-6-[(ethylamino)carbonyl]pyrazin-2-yl}benzoate (480 mg, 1.6 mmol) was suspended in a 20 mL of 1:1 MeOH-5% aqueous sodium hydroxide and heated at 90-95° C. for 4 hours. The homogeneous reaction mixture was cooled to room temperature, concentrated to half the initial volume, cooled in an ice-bath, and acidified to pH of 4 with concentrated HCl. A white solid precipitated and was collected, washed with water and dried in vacuo to give 3-{5-amino-6-[(ethylamino)carbonyl]pyrazin-2-yl... Conditions: temperature 92.5 celsius. Starting materials: BrC=1C=CC(=NC1)C#N (5-bromopyridine-2-carbonitrile), C1(=CC=CC=C1)B(O)O (phenyl boronic acid), C([O-])([O-])=O.[Na+].[Na+] (sodium carbonate), C1=CC=CC=C1 (benzene). Reagents/catalysts: C(C1=CC=CC=C1)(C1=CC=CC=C1)(C1=CC=CC=C1)P[Pd](PC(C1=CC=CC=C1)(C1=CC=CC=C1)C1=CC=CC=C1)(PC(C1=CC=CC=C1)(C1=CC=CC=C1)C1=CC=CC=C1)PC(C1=CC=CC=C1)(C1=CC=CC=C1)C1=CC=CC=C1 (tetrakis(tritylphosphanyl)palladium). The solvent is C(C)O (ethanol). Yields the product C1(=CC=CC=C1)C=1C=CC(=NC1)C#N (5-phenylpyridine-2-carbonitrile). The yield is 136.7%. RXN SMILES: Br[C:2]1[CH:3]=[CH:4][C:5]([C:8]#[N:9])=[N:6][CH:7]=1.[C:10]1(B(O)O)[CH:15]=[CH:14][CH:13]=[CH:12][CH:11]=1.C(=O)([O-])[O-].[Na+].[Na+].C1C=CC=CC=1>C(P[Pd](PC(C1C=CC=CC=1)(C1C=CC=CC=1)C1C=CC=CC=1)(PC(C1C=CC=CC=1)(C1C=CC=CC=1)C1C=CC=CC=1)PC(C1C=CC=CC=1)(C1C=CC=CC=1)C1C=CC=CC=1)(C1C=CC=CC=1)(C1C=CC=CC=1)C1C=CC=CC=1.C(O)C>[C:10]1([C:2]2[CH:3]=[CH:4][C:5]([C:8]#[N:9])=[N:6][CH:7]=2)[CH:15]=[CH:14][CH:13]=[CH:12][CH:11]=1 |f:2.3.4|. Procedure details: A mixture comprising 5-bromopyridine-2-carbonitrile (0.09 g, 0.49 mmol), phenyl boronic acid (0.12 g, 0.98 mmol), 2M sodium carbonate ((0.98 mL, 1.96 mmol), tetrakis(tritylphosphanyl)palladium (0.06 g, 0.049 mmol), benzene (2 mL) and ethanol (2 mL) was heated at reflux for 1 hour and then partitioned between ethyl acetate and water. The organic layer was separated, washed with water, dried (MgSO4) and concentrated. The residue was purified by silica gel chromatography (25% ethyl acetate/hexanes)... Procedure: DIPEA (143 mg, 0.193 mL, 1.11 mmol) was added to a stirred solution of 2-amino-1-[4-(2-trifluoromethyl-benzoyl)-piperazin-1-yl]-ethanone hydrochloride salt (prepared by the method described above) (157 mg, 0.44 mmol) in DMF (2 mL). HOBT (60 mg, 0.44 mmol) and EDCI (85 mg, 0.44 mmol) were then added at room temperature. After 2 minutes, 1H-Indole-3-carboxylic acid (60 mg, 0.37 mmol) was added and the resulting mixture was stirred at room temperature for 4 hrs. Cold water was then added and the pr... Reaction SMILES: CCN(C(C)C)C(C)C.Cl.[NH2:11][CH2:12][C:13]([N:15]1[CH2:20][CH2:19][N:18]([C:21](=[O:32])[C:22]2[CH:27]=[CH:26][CH:25]=[CH:24][C:23]=2[C:28]([F:31])([F:30])[F:29])[CH2:17][CH2:16]1)=[O:14].C1C=CC2N(O)N=NC=2C=1.CCN=C=NCCCN(C)C.[NH:54]1[C:62]2[C:57](=[CH:58][CH:59]=[CH:60][CH:61]=2)[C:56]([C:63](O)=[O:64])=[CH:55]1>CN(C=O)C.O>[O:14]=[C:13]([N:15]1[CH2:16][CH2:17][N:18]([C:21](=[O:32])[C:22]2[CH:27]=[CH:26][CH:25]=[CH:24][C:23]=2[C:28]([F:31])([F:29])[F:30])[CH2:19][CH2:20]1)[CH2:12][NH:11][C:63]([C:56]1[C:57]2[C:62](=[CH:61][CH:60]=[CH:59][CH:58]=2)[NH:54][CH:55]=1)=[O:64] |f:1.2|. The yield is 12.4%. The product is O=C(CNC(=O)C1=CNC2=CC=CC=C12)N1CCN(CC1)C(C1=C(C=CC=C1)C(F)(F)F)=O (1H-Indole-3-carboxylic acid {2-oxo-2-[4-(2-trifluoromethyl-benzoyl)-piperazin-1-yl]-ethyl}-amide). The solvent is O (water), CN(C)C=O (DMF). The reactants are N1C=C(C2=CC=CC=C12)C(=O)O (1H-Indole-3-carboxylic acid), CCN(C(C)C)C(C)C (DIPEA), Cl.NCC(=O)N1CCN(CC1)C(C1=C(C=CC=C1)C(F)(F)F)=O (2-amino-1-[4-(2-trifluoromethyl-benzoyl)-piperazin-1-yl]-ethanone hydrochloride salt), C=1C=CC2=C(C1)N=NN2O (HOBT), CCN=C=NCCCN(C)C (EDCI). Conditions: time 2 minute. Reactants: COC1=C(C=C(C(=C1)C1=CC=C(C=C1)C(NC)=O)C(=O)OC)[N+](=O)[O-] (Methyl 5-methoxy-4′-(methylcarbamoyl)-4-nitrobiphenyl-2-carboxylate). Reagents/catalysts: [Pd] (Pd). The solvent is CO (MeOH). The product is NC=1C=C(C(=CC1OC)C1=CC=C(C=C1)C(NC)=O)C(=O)OC (Methyl 4-amino-5-methoxy-4′-(methylcarbamoyl)biphenyl-2-carboxylate). As a reaction SMILES: [CH3:1][O:2][C:3]1[CH:8]=[C:7]([C:9]2[CH:14]=[CH:13][C:12]([C:15](=[O:18])[NH:16][CH3:17])=[CH:11][CH:10]=2)[C:6]([C:19]([O:21][CH3:22])=[O:20])=[CH:5][C:4]=1[N+:23]([O-])=O>[Pd].CO>[NH2:23][C:4]1[CH:5]=[C:6]([C:19]([O:21][CH3:22])=[O:20])[C:7]([C:9]2[CH:10]=[CH:11][C:12]([C:15](=[O:18])[NH:16][CH3:17])=[CH:13][CH:14]=2)=[CH:8][C:3]=1[O:2][CH3:1]. Procedure: The mixture of methyl 5-methoxy-4′-(methylcarbamoyl)-4-nitrobiphenyl-2-carboxylate (Step 1, 275 mg, 0.75 mmol), Pd (10% wt on active carbon, 27 mg) and MeOH (20 mL) is evacuated to remove air and then the reaction is stirred under a hydrogen balloon until the starting material is consumed. Pd/C is filtered off and the filtrate is concentrated in vacuo to afford Methyl 4-amino-5-methoxy-4′-(methylcarbamoyl)biphenyl-2-carboxylate; ESMS m/z 315.1 (M+H+). The reactants are C([C@@H](C(=O)O)O)C(=O)O (L-(−)-malic acid), O.C1(=CC=C(C=C1)S(=O)(=O)O)C (p-toluenesulfonic acid monohydrate). The solvent is COC(C)(C)OC (2,2-dimethoxypropane). Reaction conditions: time 30 minute. Yields the product CC1(OC([C@@H](O1)CC(=O)O)=O)C (((S)-2,2-dimethyl-5-oxo-[1,3]dioxolan-4-yl)-acetic acid). Yield: 2757.9%. RXN SMILES: [CH2:1]([C:7]([OH:9])=[O:8])[C@H:2]([OH:6])[C:3]([OH:5])=[O:4].O.[C:11]1(C)[CH:16]=CC(S(O)(=O)=O)=C[CH:12]=1>COC(OC)(C)C>[CH3:12][C:11]1([CH3:16])[O:6][C@@H:2]([CH2:1][C:7]([OH:9])=[O:8])[C:3](=[O:5])[O:4]1 |f:1.2|. Reported procedure: Step A To a suspension of L-(−)-malic acid (Aldrich) (10.3 g, 77 mmol) in 2,2-dimethoxypropane (20 mL) was added p-toluenesulfonic acid monohydrate (0.4 g). The reaction mixture was stirred at room temperature for 30 min. The mixture was partitioned between water and dichloromethane. The organic layer was separated, the aqueous layer was extracted with dichloromethane. The organic layers were combined, washed with water, brine, dried over MgSO4, and concentrated to give ((S)-2,2-dimethyl-5-oxo-[... The reactants are [Cr](=O)(=O)([O-])Cl.[NH+]1=CC=CC=C1 (pyridinium chlorochromate), C(C)(C)(C)OC(=O)N1C(CCC1)C(C(CCC1=CC=CC=C1)CCC1=CC=CC=C1)O (2-(1-Hydroxy-2-phenethyl-4-phenyl-butyl)-pyrrolidine-1-carboxylic acid tert-butyl ester). Solvent: C(Cl)Cl (CH2Cl2), C(Cl)Cl (CH2Cl2). Reaction conditions: time 16 hour. Product: C(C)(C)(C)OC(=O)N1C(CCC1)C(C(CCC1=CC=CC=C1)CCC1=CC=CC=C1)=O (2-(2-Phenethyl-4-phenyl-butyryl)-pyrrolidine-1-carboxylic acid tert-butyl ester). Isolated yield 75.9%. As a reaction SMILES: [Cr](Cl)([O-])(=O)=O.[NH+]1C=CC=CC=1.[C:12]([O:16][C:17]([N:19]1[CH2:23][CH2:22][CH2:21][CH:20]1[CH:24]([OH:42])[CH:25]([CH2:34][CH2:35][C:36]1[CH:41]=[CH:40][CH:39]=[CH:38][CH:37]=1)[CH2:26][CH2:27][C:28]1[CH:33]=[CH:32][CH:31]=[CH:30][CH:29]=1)=[O:18])([CH3:15])([CH3:14])[CH3:13]>C(Cl)Cl>[C:12]([O:16][C:17]([N:19]1[CH2:23][CH2:22][CH2:21][CH:20]1[C:24](=[O:42])[CH:25]([CH2:34][CH2:35][C:36]1[CH:37]=[CH:38][CH:39]=[CH:40][CH:41]=1)[CH2:26][CH2:27][C:28]1[CH:33]=[CH:32][CH:31]=[CH:30][CH:29]=1)=[O:18])([CH3:15])([CH3:13])[CH3:14] |f:0.1|. Procedure: To a solution of 0.22 g (1.0 mmol) of pyridinium chlorochromate in anhydrous CH2Cl2 (15 mL) was added dropwise a solution of 0.2 g (0.5 mmol) of 10a in anhydrous CH2Cl2 (5 mL), and the mixture was stirred at an ambient temperature for 16 hours. The solution was filtered and the resulting solution was evaporated to a yellow oil which was subject to column chromatography (EtOAc/Hexanes, 1:3) to yield 0.16 g (76.2%) of 11a as a clear oil. TLC Rf=0.5 (EtOAc/Hexanes, 1:3) The product is CC(O)CN(CC(C)NC(=O)OC(C)(C)C)C(=O)OCc1ccccc1. RXN SMILES: [CH:17]([N:18]([CH:19]([CH3:20])[CH3:21])[CH2:22][CH3:23])([CH3:24])[CH3:25].[Cl:26][C:27](=[O:28])[O:29][CH2:30][c:31]1[cH:32][cH:33][cH:34][cH:35][cH:36]1.[Cl:38][CH2:39][Cl:40].[ClH:37].[OH:1][CH:2]([CH2:3][NH:4][CH2:5][CH:6]([CH3:7])[NH:8][C:9]([O:10][C:11]([CH3:12])([CH3:13])[CH3:14])=[O:15])[CH3:16]>>[OH:1][CH:2]([CH2:3][N:4]([CH2:5][CH:6]([CH3:7])[NH:8][C:9]([O:10][C:11]([CH3:12])([CH3:13])[CH3:14])=[O:15])[C:27](=[O:28])[O:29][CH2:30][c:31]1[cH:32][cH:33][cH:34][cH:35][cH:36]1)[CH3:16]. Starting materials: CCN(C(C)C)C(C)C, O=C(Cl)OCc1ccccc1, ClCCl, Cl, CC(O)CNCC(C)NC(=O)OC(C)(C)C.